This data is from the Open Reaction Database (ORD), a public repository of structured organic reaction records. The task is: describe an organic reaction: reactants, conditions, products, and yield The reactants are S(N)(=O)(=O)OCCOS(N)(=O)=O (1,2-bis-O-sulfamyl-1,2-ethanediol), C(CCCCCCCCCO)O (1,10-decanediol), alkanediol. Product: S(N)(=O)(=O)OCCCCCCCCCCOS(N)(=O)=O (1,10-Bis-O-sulfamyl-1,10-decanediol). As a reaction SMILES: S(O[CH2:6][CH2:7][O:8][S:9](=[O:12])(=[O:11])[NH2:10])(=O)(=O)N.[CH2:13]([OH:24])[CH2:14][CH2:15][CH2:16][CH2:17][CH2:18][CH2:19][CH2:20]CCO>>[S:9]([O:24][CH2:13][CH2:14][CH2:15][CH2:16][CH2:17][CH2:18][CH2:19][CH2:20][CH2:6][CH2:7][O:8][S:9](=[O:11])(=[O:12])[NH2:10])(=[O:11])(=[O:8])[NH2:10]. Procedure details: 1,10-Bis-O-sulfamyl-1,10-decanediol is prepared in the same manner as 1,2-bis-O-sulfamyl-1,2-ethanediol in Example 1 except that 1,10-decanediol (67 g., 0.385 mol.) is employed as the alkanediol. The reactants are C(C1=CC=CC=C1)(=O)C=1C(=NC2=CC(=C(C=C2C1C1=CC(=C(C=C1)OC)OC)OC)OC)CBr (3-benzoyl-2-bromomethyl-4-(3,4-dimethoxyphenyl)-6,7-dimethoxyquinoline), N1C=NC=C1 (imidazole). Yields the product C(C1=CC=CC=C1)(=O)C=1C(=NC2=CC(=C(C=C2C1C1=CC(=C(C=C1)OC)OC)OC)OC)CC=1NC=CN1 (3-benzoyl-4-(3,4-dimethoxyphenyl)-2-(1-imidazolylmethyl)-6,7-dimethoxyquinoline). Reaction SMILES: [C:1]([C:9]1[C:10]([CH2:33]Br)=[N:11][C:12]2[C:17]([C:18]=1[C:19]1[CH:24]=[CH:23][C:22]([O:25][CH3:26])=[C:21]([O:27][CH3:28])[CH:20]=1)=[CH:16][C:15]([O:29][CH3:30])=[C:14]([O:31][CH3:32])[CH:13]=2)(=[O:8])[C:2]1[CH:7]=[CH:6][CH:5]=[CH:4][CH:3]=1.[NH:35]1[CH:39]=[CH:38][N:37]=[CH:36]1>>[C:1]([C:9]1[C:10]([CH2:33][C:36]2[NH:35][CH:39]=[CH:38][N:37]=2)=[N:11][C:12]2[C:17]([C:18]=1[C:19]1[CH:24]=[CH:23][C:22]([O:25][CH3:26])=[C:21]([O:27][CH3:28])[CH:20]=1)=[CH:16][C:15]([O:29][CH3:30])=[C:14]([O:31][CH3:32])[CH:13]=2)(=[O:8])[C:2]1[CH:7]=[CH:6][CH:5]=[CH:4][CH:3]=1. Procedure details: According to the same manner as that described in Example 3, 3-benzoyl-2-bromomethyl-4-(3,4-dimethoxyphenyl)-6,7-dimethoxyquinoline was reacted with imidazole to give 3-benzoyl-4-(3,4-dimethoxyphenyl)-2-(1-imidazolylmethyl)-6,7-dimethoxyquinoline. This compound was recrystallized from ethanol to give colorless prisms. mp. 214°-215° C. Starting materials: OC(CCCNC(C)=O)CCCCCCC\C=C/CCCCCCC (N-(4-hydroxy-12(Z)-eicosenyl)-acetamide), [Cr](=O)(=O)([O-])Cl.[NH+]1=CC=CC=C1 (pyridinium chlorochromate), CCOCC (ether). Solvent: ClCCl (dichloromethane). The product is O=C(CCCNC(C)=O)CCCCCCC\C=C/CCCCCCC (N-(4-Oxo-12(Z)-eicosenyl)acetamide). RXN SMILES: [OH:1][CH:2]([CH2:10][CH2:11][CH2:12][CH2:13][CH2:14][CH2:15][CH2:16]/[CH:17]=[CH:18]\[CH2:19][CH2:20][CH2:21][CH2:22][CH2:23][CH2:24][CH3:25])[CH2:3][CH2:4][CH2:5][NH:6][C:7](=[O:9])[CH3:8].[Cr](Cl)([O-])(=O)=O.[NH+]1C=CC=CC=1.CCOCC>ClCCl>[O:1]=[C:2]([CH2:10][CH2:11][CH2:12][CH2:13][CH2:14][CH2:15][CH2:16]/[CH:17]=[CH:18]\[CH2:19][CH2:20][CH2:21][CH2:22][CH2:23][CH2:24][CH3:25])[CH2:3][CH2:4][CH2:5][NH:6][C:7](=[O:9])[CH3:8] |f:1.2|. Reported procedure: A 0.5 g portion of N-(4-hydroxy-12(Z)-eicosenyl)-acetamide was stirred with 0.44 g of pyridinium chlorochromate in 15 ml of dichloromethane for 2 hours. This mixture was poured into 50 ml of ether and filtered through hydrous magnesium silicate. The filtrate was evaporated giving 0.24 g of the desired product as a pale yellow solid, mp 51-52° C.